describe an organic reaction: reactants, conditions, products, and yield From a dataset of the Open Reaction Database (ORD), a public repository of structured organic reaction records. Starting materials: CS(C)=O, NCC1CCCCC1, CC(C)O, O, O=C(O)C=CC(=O)O, Cc1ccc(S(=O)(=O)OCC2COc3ccc4c(c3O2)CC(=O)N4)cc1. Product: O=C1Cc2c(ccc3c2OC(CNCC2CCCCC2)CO3)N1. RXN SMILES: [CH3:44][S:45]([CH3:46])=[O:47].[CH:27]1([CH2:33][NH2:34])[CH2:28][CH2:29][CH2:30][CH2:31][CH2:32]1.[CH:48]([OH:49])([CH3:50])[CH3:51].[OH2:43].[OH:35][C:36]([CH:37]=[CH:38][C:39](=[O:40])[OH:41])=[O:42].[c:1]1([CH3:2])[cH:3][cH:4][c:5]([S:6]([O:7][CH2:11][CH:12]2[CH2:13][O:14][c:15]3[c:16]([c:17]4[c:21]([cH:22][cH:23]3)[NH:20][C:19](=[O:24])[CH2:18]4)[O:25]2)(=[O:8])=[O:9])[cH:10][cH:26]1>>[CH2:11]([CH:12]1[CH2:13][O:14][c:15]2[c:16]([c:17]3[c:21]([cH:22][cH:23]2)[NH:20][C:19](=[O:24])[CH2:18]3)[O:25]1)[NH:34][CH2:33][CH:27]1[CH2:28][CH2:29][CH2:30][CH2:31][CH2:32]1.